Task: describe an organic reaction: reactants, conditions, products, and yield. Dataset: the Open Reaction Database (ORD), a public repository of structured organic reaction records Starting materials: O=C([O-])O, ClC(Cl)Cl, [Na+], COc1ncc2ccc(=O)n(CC3OCCO3)c2n1, O=C(O)C(F)(F)F. Yields the product COc1ncc2ccc(=O)n(CC=O)c2n1. Reaction SMILES: [C:27](=[O:28])([O-:29])[OH:30].[CH:32]([Cl:33])([Cl:34])[Cl:35].[Na+:31].[O:1]1[CH:2]([CH2:6][n:7]2[c:8](=[O:19])[cH:9][cH:10][c:11]3[c:12]2[n:13][c:14]([O:17][CH3:18])[n:15][cH:16]3)[O:5][CH2:4][CH2:3]1.[OH:20][C:21]([C:22]([F:23])([F:24])[F:25])=[O:26]>>[O:1]=[CH:2][CH2:6][n:7]1[c:8](=[O:19])[cH:9][cH:10][c:11]2[c:12]1[n:13][c:14]([O:17][CH3:18])[n:15][cH:16]2.